From a dataset of the Open Reaction Database (ORD), a public repository of structured organic reaction records. describe an organic reaction: reactants, conditions, products, and yield The reactants are Brc1cccs1, Brc1ccc(-c2ccccc2)s1, Cl, [Mg], Cl[Ni]Cl, c1ccc(P(CCCP(c2ccccc2)c2ccccc2)c2ccccc2)cc1. Product: c1ccc(-c2ccc(-c3cccs3)s2)cc1. As a reaction SMILES: [Br:2][c:3]1[s:4][cH:5][cH:6][cH:7]1.[Br:8][c:9]1[cH:10][cH:11][c:12](-[c:14]2[cH:15][cH:16][cH:17][cH:18][cH:19]2)[s:13]1.[ClH:52].[Mg:1].[Ni:20]([Cl:21])[Cl:22].[c:23]1([P:24]([c:25]2[cH:26][cH:27][cH:28][cH:29][cH:30]2)[CH2:31][CH2:32][CH2:33][P:34]([c:35]2[cH:36][cH:37][cH:38][cH:39][cH:40]2)[c:41]2[cH:42][cH:43][cH:44][cH:45][cH:46]2)[cH:47][cH:48][cH:49][cH:50][cH:51]1>>[c:3]1(-[c:9]2[cH:10][cH:11][c:12](-[c:14]3[cH:15][cH:16][cH:17][cH:18][cH:19]3)[s:13]2)[s:4][cH:5][cH:6][cH:7]1. Starting materials: ClC1=C(C=C2C(=NNC2=C1)C(=O)OCC)C1=CC=C(C=C1)N1CCOCC1 (ethyl 6-chloro-5-[4-(morpholin-4-yl)phenyl]-1H-indazole-3-carboxylate), [OH-].[Na+] (sodium hydroxide). Reaction SMILES: [Cl:1][C:2]1[CH:10]=[C:9]2[C:5]([C:6]([C:11]([O:13]CC)=[O:12])=[N:7][NH:8]2)=[CH:4][C:3]=1[C:16]1[CH:21]=[CH:20][C:19]([N:22]2[CH2:27][CH2:26][O:25][CH2:24][CH2:23]2)=[CH:18][CH:17]=1.[OH-].[Na+]>C(O)C>[Cl:1][C:2]1[CH:10]=[C:9]2[C:5]([C:6]([C:11]([OH:13])=[O:12])=[N:7][NH:8]2)=[CH:4][C:3]=1[C:16]1[CH:21]=[CH:20][C:19]([N:22]2[CH2:23][CH2:24][O:25][CH2:26][CH2:27]2)=[CH:18][CH:17]=1 |f:1.2|. The product is ClC1=C(C=C2C(=NNC2=C1)C(=O)O)C1=CC=C(C=C1)N1CCOCC1 (6-Chloro-5-[4-(morpholin-4-yl)phenyl]-1H-indazole-3-carboxylic acid). The solvent is C(C)O (ethanol). Procedure: To a solution of ethyl 6-chloro-5-[4-(morpholin-4-yl)phenyl]-1H-indazole-3-carboxylate (72 mg, 0.19 mmol) in ethanol (2 mL) was added 6N aqueous sodium hydroxide (0.5 mL, 3.0 mmol). The mixture was stirred for three hours at 70° C. The cooled reaction mixture was neutralized with Dowex acid resin concentrated in vacuo. The crude product was purified by reverse phase column (water/acetonitrile, 0-40%, 20CV) to give the title compound (21 mg). Isolated yield 30.9%. Reaction conditions: temperature 70 celsius, time 3 hour. Reactants: C(C1=CC=CC=C1)N(S(=O)(=O)C1=CC=C(C=C1)C(C1=CC(=C(C=C1)C)F)=C1CCCC1)CC1=CC=CC=C1 (N,N-dibenzyl-4-[(cyclopentylidene)(3-fluoro-4-methylphenyl)methyl]benzenesulfonamide), FC(C(=O)O)(F)F (trifluoroacetic acid). Solvent: O (water). Run at temperature 60 celsius. Yields the product C1(CCCC1)=C(C1=CC=C(C=C1)S(=O)(=O)N)C1=CC(=C(C=C1)C)F (4-[(cyclopentylidene)(3-fluoro-4-methylphenyl)methyl]benzenesulfonamide). The yield is 70.2%. Reaction SMILES: C([N:8](CC1C=CC=CC=1)[S:9]([C:12]1[CH:17]=[CH:16][C:15]([C:18](=[C:27]2[CH2:31][CH2:30][CH2:29][CH2:28]2)[C:19]2[CH:24]=[CH:23][C:22]([CH3:25])=[C:21]([F:26])[CH:20]=2)=[CH:14][CH:13]=1)(=[O:11])=[O:10])C1C=CC=CC=1.FC(F)(F)C(O)=O>O>[C:27]1(=[C:18]([C:19]2[CH:24]=[CH:23][C:22]([CH3:25])=[C:21]([F:26])[CH:20]=2)[C:15]2[CH:14]=[CH:13][C:12]([S:9]([NH2:8])(=[O:10])=[O:11])=[CH:17][CH:16]=2)[CH2:28][CH2:29][CH2:30][CH2:31]1. Procedure: A solution of 6.5 g of N,N-dibenzyl-4-[(cyclopentylidene)(3-fluoro-4-methylphenyl)methyl]benzenesulfonamide, prepared in Example 10, in ml of trifluoroacetic acid is heated for 10 hours at 60° C. The mixture is poured into iced water and extracted with dichloromethane. The organic phase is washed with sodium bicarbonate solution, dried over magnesium sulfate and evaporated under vacuum. The residue is chromatographed on silica gel in a dichloromethane/acetone mixture (95/5) to give 3 g of 4-[(cy... Reactants: COC(\C=C\C=C(\C1=CC=C(C=C1)OC)/C1=C(C=CC=C1)OC)=O ((2E,4Z)-5-(2-methoxyphenyl)-5-(4-methoxyphenyl)-2,4-pentadienoic acid methyl ester), [OH-].[Na+] (NaOH), crude acid. Solvent: CO (methanol). Product: COC1=C(C=CC=C1)\C(=C/C=C/C(=O)O)\C1=CC=C(C=C1)OC ((2E,4Z)-5-(2-methoxyphenyl)-5-(4-methoxyphenyl)-2,4-pentadienoic acid). Yield: 63.9%. Reaction SMILES: C[O:2][C:3](=[O:24])/[CH:4]=[CH:5]/[CH:6]=[C:7](\[C:16]1[CH:21]=[CH:20][CH:19]=[CH:18][C:17]=1[O:22][CH3:23])/[C:8]1[CH:13]=[CH:12][C:11]([O:14][CH3:15])=[CH:10][CH:9]=1.[OH-].[Na+]>CO>[CH3:23][O:22][C:17]1[CH:18]=[CH:19][CH:20]=[CH:21][C:16]=1/[C:7](/[C:8]1[CH:9]=[CH:10][C:11]([O:14][CH3:15])=[CH:12][CH:13]=1)=[CH:6]\[CH:5]=[CH:4]\[C:3]([OH:24])=[O:2] |f:1.2|. Reported procedure: In the manner described in Example 99, (2E,4Z)-5-(2-methoxyphenyl)-5-(4-methoxyphenyl)-2,4-pentadienoic acid methyl ester (1.8 g) was saponified in a refluxing mixture of methanol (15 mL) and 1N NaOH (15 mL). After 1 hour the reaction was worked up in the usual fashion ant the crude acid was crystallized from 2-propanol to afford 1.1 g of (2E,4Z)-5-(2-methoxyphenyl)-5-(4-methoxyphenyl)-2,4-pentadienoic acid. A sample was recrystallized from 2-propanol-hexane to give the analytical specimen, mp 1... The reactants are OC=1C(=C(OCCCOC=2C(=C(OCC(=O)OCC)C=CC2)CCC)C=CC1C(=O)NC)CCC (Ethyl [3-[3-[3-hydroxy-4-[(methylamino) carbonyl]-2-propylphenoxy]propoxy]-2-propylphenoxy]acetate), S(=O)(=O)(OC)OC (dimethyl sulfate), [OH-].[K+] (potassium hydroxide), C1CCOC1 (THF). The solvent is C(C)(=O)OCC.CCCCCC (ethyl acetate hexane), O (water). Conditions: time 8 hour. The product is COC=1C(=C(OCCCOC=2C(=C(OCC(=O)OCC)C=CC2)CCC)C=CC1C(=O)NC)CCC (Ethyl [3-[3-[3-methoxy-4-[(methylamino) carbonyl]-2-propylphenoxy]propoxy]-2-propylphenoxy]acetate). As a reaction SMILES: [OH:1][C:2]1[C:3]([CH2:33][CH2:34][CH3:35])=[C:4]([CH:26]=[CH:27][C:28]=1[C:29]([NH:31][CH3:32])=[O:30])[O:5][CH2:6][CH2:7][CH2:8][O:9][C:10]1[C:11]([CH2:23][CH2:24][CH3:25])=[C:12]([CH:20]=[CH:21][CH:22]=1)[O:13][CH2:14][C:15]([O:17][CH2:18][CH3:19])=[O:16].S(OC)(O[CH3:40])(=O)=O.[OH-].[K+].C1COCC1>C(OCC)(=O)C.CCCCCC.O>[CH3:40][O:1][C:2]1[C:3]([CH2:33][CH2:34][CH3:35])=[C:4]([CH:26]=[CH:27][C:28]=1[C:29]([NH:31][CH3:32])=[O:30])[O:5][CH2:6][CH2:7][CH2:8][O:9][C:10]1[C:11]([CH2:23][CH2:24][CH3:25])=[C:12]([CH:20]=[CH:21][CH:22]=1)[O:13][CH2:14][C:15]([O:17][CH2:18][CH3:19])=[O:16] |f:2.3,5.6|. Procedure details: The compound of Example 44 (105 mg, 0.2153 mmol), dimethyl sulfate (40.7 mg, 0.3229 mmol) and potassium hydroxide (15 mg, 0.2583 mmol) were added to 2.0 ml of THF. The reaction mixture was stirred at room temperature overnight, and then 10 ml of water was added. The mixture was extracted three times with ethyl acetate , and the extracts were combined and dried over anhydrous magnesium sulfate then filtered, and the solvent was removed under vacuum to give an oil. Chromatography of the oil on sil... The reactants are C(C)(=O)C=1C=NC2=CC=C(C=C2C1N[C@@H]1CC[C@H](CC1)NC(OC(C)(C)C)=O)Br (tert-butyl (trans-4-((3-acetyl-6-bromoquinolin-4-yl)amino)cyclohexyl)carbamate), ClC1=C(C(=CC(=C1)B1OC(C(O1)(C)C)(C)C)F)O (2-chloro-6-fluoro-4-(4,4,5,5-tetramethyl-1,3,2-dioxaborolan-2-yl)phenol). Yields the product C(C)(=O)C=1C=NC2=CC=C(C=C2C1N[C@@H]1CC[C@H](CC1)NC(OC(C)(C)C)=O)C1=CC(=C(C(=C1)F)O)Cl (tert-butyl (trans-4-((3-acetyl-6-(3-chloro-5-fluoro-4-hydroxyphenyl)quinolin-4-yl)amino)cyclohexyl)carbamate). Yield: 72.0%. Reaction SMILES: [C:1]([C:4]1[CH:5]=[N:6][C:7]2[C:12]([C:13]=1[NH:14][C@H:15]1[CH2:20][CH2:19][C@H:18]([NH:21][C:22](=[O:28])[O:23][C:24]([CH3:27])([CH3:26])[CH3:25])[CH2:17][CH2:16]1)=[CH:11][C:10](Br)=[CH:9][CH:8]=2)(=[O:3])[CH3:2].[Cl:30][C:31]1[CH:36]=[C:35](B2OC(C)(C)C(C)(C)O2)[CH:34]=[C:33]([F:46])[C:32]=1[OH:47]>>[C:1]([C:4]1[CH:5]=[N:6][C:7]2[C:12]([C:13]=1[NH:14][C@H:15]1[CH2:20][CH2:19][C@H:18]([NH:21][C:22](=[O:28])[O:23][C:24]([CH3:27])([CH3:26])[CH3:25])[CH2:17][CH2:16]1)=[CH:11][C:10]([C:35]1[CH:34]=[C:33]([F:46])[C:32]([OH:47])=[C:31]([Cl:30])[CH:36]=1)=[CH:9][CH:8]=2)(=[O:3])[CH3:2]. Procedure: Following general procedure D, tert-butyl (trans-4-((3-acetyl-6-bromoquinolin-4-yl)amino)cyclohexyl)carbamate (46 mg, 0.10 mmol) was reacted with 2-chloro-6-fluoro-4-(4,4,5,5-tetramethyl-1,3,2-dioxaborolan-2-yl)phenol (41 mg, 0.15 mmol) to afford the desired product (38 mg, 72%) as a light brown solid. ESI MS m/z 528 [C28H31ClFN3O4+H]+ Reactants: CC(=O)OC(C)=O, COc1ccc2[nH]cc(CCNC(C)=O)c2c1, c1ccccc1. Product: COc1ccc2[nH]cc(CCN(C(C)=O)C(C)=O)c2c1. As a reaction SMILES: [CH3:1][C:2](=[O:3])[O:4][C:5](=[O:6])[CH3:7].[CH3:8][O:9][c:10]1[cH:11][cH:12][c:13]2[nH:14][cH:15][c:16]([CH2:17][CH2:18][NH:19][C:20]([CH3:21])=[O:22])[c:23]2[cH:24]1.[cH:25]1[cH:26][cH:27][cH:28][cH:29][cH:30]1>>[CH3:1][C:2](=[O:3])[N:19]([CH2:18][CH2:17][c:16]1[cH:15][nH:14][c:13]2[cH:12][cH:11][c:10]([O:9][CH3:8])[cH:24][c:23]21)[C:20]([CH3:21])=[O:22]. Reactants: [OH-].[K+] (potassium hydroxide), C(C)(=O)C1=CC=CC=C1 (acetophenone), Cl (hydrochloric acid), C1COCCOCCOCCOCCOCCO1 (18-crown-6), C(C)(C)(C)C1=CC(=CC1)C (1-tert-butyl-3-methylcyclopentadiene). Run in C1CCOC1 (THF). Run at time 3 hour. Yields the product C(C)(C)(C)C=1C=C(C(C1)=C(C)C1=CC=CC=C1)C (3-tert-butyl-6-phenyl-1,6-dimethyl-fulvene). The yield is 241.5%. As a reaction SMILES: [OH-].[K+].[CH2:3]1OCCOCCOCCOCCOCCOC1.[C:21]([C:25]1[CH2:29][CH:28]=[C:27](C)[CH:26]=1)([CH3:24])([CH3:23])[CH3:22].[C:31]([C:34]1[CH:39]=[CH:38][CH:37]=[CH:36][CH:35]=1)(=O)[CH3:32].Cl>C1COCC1>[C:21]([C:25]1[CH:26]=[C:27]([CH3:28])[C:32](=[C:31]([C:34]2[CH:39]=[CH:38][CH:37]=[CH:36][CH:35]=2)[CH3:3])[CH:29]=1)([CH3:24])([CH3:23])[CH3:22] |f:0.1|. Procedure details: To a 100 ml three-neck flask equipped with a magnetic stirrer chip and a three-way cock, 1.50 g (25.8 mmol) of potassium hydroxide pulverized in mortar, 0.91 g (3.44 mmol) of 18-crown-6 and 45 ml of THF were charged under a nitrogen atmosphere. Thereto in a water bath, 2.70 g (16.0 mmol) of 1-tert-butyl-3-methylcyclopentadiene was added dropwise over 10 minutes and stirred for 3 hours. The solution was added with 11.33 g (94.3 mmol) of acetophenone dropwise over 10 minutes, and stirred for 22 ho...